Dataset: the Open Reaction Database (ORD), a public repository of structured organic reaction records. Task: describe an organic reaction: reactants, conditions, products, and yield Starting materials: CC(=O)OC1CC2(C)C(=O)CCC2C2C(CCCCCCCCCCl)CC3=CC(=O)CCC3C12, CO, CCOC(C)=O, [K+], C1CCOC1, [OH-]. The product is CC12CC(O)C3C4CCC(=O)C=C4CC(CCCCCCCCCCl)C3C1CCC2=O. Reaction SMILES: [C:1](=[O:2])([CH3:3])[O:4][CH:5]1[CH:6]2[CH:7]3[CH2:8][CH2:9][C:10](=[O:34])[CH:11]=[C:12]3[CH2:13][CH:14]([CH2:24][CH2:25][CH2:26][CH2:27][CH2:28][CH2:29][CH2:30][CH2:31][CH2:32][Cl:33])[CH:15]2[CH:16]2[CH2:17][CH2:18][C:19](=[O:23])[C:20]2([CH3:21])[CH2:22]1.[CH3:42][OH:43].[CH3:44][CH2:45][O:46][C:47](=[O:48])[CH3:49].[K+:36].[O:37]1[CH2:38][CH2:39][CH2:40][CH2:41]1.[OH-:35]>>[OH:4][CH:5]1[CH:6]2[CH:7]3[CH2:8][CH2:9][C:10](=[O:34])[CH:11]=[C:12]3[CH2:13][CH:14]([CH2:24][CH2:25][CH2:26][CH2:27][CH2:28][CH2:29][CH2:30][CH2:31][CH2:32][Cl:33])[CH:15]2[CH:16]2[CH2:17][CH2:18][C:19](=[O:23])[C:20]2([CH3:21])[CH2:22]1. Starting materials: C(C)(C)(C)OC(=O)N1CC(C1)(OC=1C=C2N3C(C(NN=C3COC2=CC1)=O)C)C (3-methyl-3-(4-methyl-3-oxo-2,3,4,10-tetrahydro-9-oxa-1,2,4a-triaza-phenanthren-6-yloxy)-azetidine-1-carboxylic acid tert-butyl ester), C(=O)(C(F)(F)F)O (TFA). Solvent: C(Cl)Cl (DCM). Run at time 2 hour. Product: FC(C(=O)O)(F)F.CC1C(NN=C2COC3=CC=C(C=C3N12)OC1(CNC1)C)=O (4-methyl-6-(3-methyl-azetidin-3-yloxy)-2,10-dihydro-9-oxa-1,2,4a-triaza-phenanthren-3-one trifluoroacetic acid). Yield: 68.0%. As a reaction SMILES: C(OC([N:8]1[CH2:11][C:10]([CH3:29])([O:12][C:13]2[CH:14]=[C:15]3[C:24](=[CH:25][CH:26]=2)[O:23][CH2:22][C:21]2[N:16]3[CH:17]([CH3:28])[C:18](=[O:27])[NH:19][N:20]=2)[CH2:9]1)=O)(C)(C)C.[C:30]([OH:36])([C:32]([F:35])([F:34])[F:33])=[O:31]>C(Cl)Cl>[F:33][C:32]([F:35])([F:34])[C:30]([OH:36])=[O:31].[CH3:28][CH:17]1[N:16]2[C:21]([CH2:22][O:23][C:24]3[C:15]2=[CH:14][C:13]([O:12][C:10]2([CH3:29])[CH2:9][NH:8][CH2:11]2)=[CH:26][CH:25]=3)=[N:20][NH:19][C:18]1=[O:27] |f:3.4|. Procedure details: To a solution of 3-methyl-3-(4-methyl-3-oxo-2,3,4,10-tetrahydro-9-oxa-1,2,4a-triaza-phenanthren-6-yloxy)-azetidine-1-carboxylic acid tert-butyl ester (0.064 g, 0.159 mmol) in DCM (2 mL) was added TFA (0.5 mL) dropwise and the mixture was stirred at ambient temperature for 2 h. The solvent was removed in vacuo to give 4-methyl-6-(3-methyl-azetidin-3-yloxy)-2,10-dihydro-9-oxa-1,2,4a-triaza-phenanthren-3-one trifluoroacetic acid as white solid (0.045 g, 68%). LC/MS (Table 1, Method 5) Rt=1.691 min;... The reactants are C([O-])([O-])=O.[K+].[K+] (potassium carbonate), CN(C1=NC(=NC(=N1)N)C1=NOC(=N1)C(Cl)(Cl)Cl)C1=CC=CC=C1 (2-N-methyl-2-N-phenyl-6-[5-(trichloromethyl)-1,2,4-oxadiazol-3-yl]-1,3,5-triazine-2,4-diamine), CN(C1=NC(=NC(=N1)N)C1=NOC(=N1)C(Cl)(Cl)Cl)C1=CC=CC=C1 (N-methyl-N-phenyl-6-(5-trichloromethyl-[1,2,4]oxadiazol-3-yl)-[1,3,5]triazine-2,4-diamine), Cl.FC(COCC1CCNCC1)(F)F (4-[(2,2,2-trifluoroethoxy)methyl]piperidine hydrochloride), Cl.FC(COCC1CCNCC1)(F)F (4-[(2,2,2-trifluoroethoxy)methyl]piperidine hydrochloride). Run in CN(C)C=O (DMF). Conditions: time 5 minute. Product: CN(C1=NC(=NC(=N1)N)C1=NOC(=N1)N1CCC(CC1)COCC(F)(F)F)C1=CC=CC=C1 (2-N-Methyl-2-N-phenyl-6-(5-{4-[(2,2,2-trifluoroethoxy)methyl]piperidin-1-yl}-1,2,4-oxadiazol-3-yl)-1,3,5-triazine-2,4-diamine). Yield: 18.0%. RXN SMILES: [CH3:1][N:2]([C:19]1[CH:24]=[CH:23][CH:22]=[CH:21][CH:20]=1)[C:3]1[N:8]=[C:7]([NH2:9])[N:6]=[C:5]([C:10]2[N:14]=[C:13](C(Cl)(Cl)Cl)[O:12][N:11]=2)[N:4]=1.C(=O)([O-])[O-].[K+].[K+].Cl.[F:32][C:33]([F:44])([F:43])[CH2:34][O:35][CH2:36][CH:37]1[CH2:42][CH2:41][NH:40][CH2:39][CH2:38]1>CN(C=O)C>[CH3:1][N:2]([C:19]1[CH:24]=[CH:23][CH:22]=[CH:21][CH:20]=1)[C:3]1[N:8]=[C:7]([NH2:9])[N:6]=[C:5]([C:10]2[N:14]=[C:13]([N:40]3[CH2:39][CH2:38][CH:37]([CH2:36][O:35][CH2:34][C:33]([F:32])([F:43])[F:44])[CH2:42][CH2:41]3)[O:12][N:11]=2)[N:4]=1 |f:1.2.3,4.5|. Procedure: 2-N-methyl-2-N-phenyl-6-[5-(trichloromethyl)-1,2,4-oxadiazol-3-yl]-1,3,5-triazine-2,4-diamine (prepared in an analogous manner to Intermediate 60, 0.110 g, 0.285 mmol) was added to a mixture of potassium carbonate (0.071 g, 0.518 mmol) in DMF (2 mL) at room temperature and the mixture was stirred for 5 min. 4-[(2,2,2-trifluoroethoxy)methyl]piperidine hydrochloride (Intermediate 179, 0.060 g, 0.259 mmol) was added to the reaction mixture and stirred at room temperature for 2 h. The reaction mixtu... Run at time 45 minute. RXN SMILES: [F:1][C:2]([F:12])([F:11])[C:3](=[O:10])[CH2:4][C:5]([O:7][CH2:8][CH3:9])=[O:6].C(O)=O.[CH3:16][N:17]([CH:19](OC)OC)[CH3:18].O>C1COCC1>[F:1][C:2]([F:11])([F:12])[C:3]([C:4](=[CH:16][N:17]([CH3:19])[CH3:18])[C:5]([O:7][CH2:8][CH3:9])=[O:6])=[O:10]. The solvent is C1CCOC1 (THF). Procedure: To a stirred mixture of ethyl trifluoroacetoacetate (4.6 g, 0.025 mol) and formic acid (2.3 g, 0.05 mol) in 15 ml of THF, DMF dimethyl acetal (6.2 g, 0.05 mol) was added dropwise at a rate which maintained the reaction temperature below 35° C. After stirring the mixture at ambient temperature for 45 minutes to complete the reaction (TLC), it was poured into water and extracted with ether. The ether extract was washed with water, brine solution, then dried (MgSO4), and concentrated. The residual ... Yields the product FC(C(=O)C(C(=O)OCC)=CN(C)C)(F)F (ethyl 2-trifluoroacetyl-3-(N,N-dimethylamino)-2-propenoate). The reactants are O (water), FC(C(CC(=O)OCC)=O)(F)F (ethyl trifluoroacetoacetate), C(=O)O (formic acid), CN(C)C(OC)OC (DMF dimethyl acetal). Starting materials: ClCN1S(=O)(=O)C=2CC(CC(C2C1=O)C(C)C)OC (2-chloromethyl-4-isopropyl-6-methoxy-4,5,6,7-tetrahydrosaccharin), CC1=NC=CC(=C1C(=O)O)C (2,4-dimethyl-3-pyridinecarboxylic acid). Yields the product CC1=NC=CC(=C1C(=O)OCN1S(=O)(=O)C=2CC(CC(C2C1=O)C(C)C)OC)C (4-isopropyl-6-methoxy-4,5,6,7-tetrahydro-2-saccharinylmethyl 2,4-dimethylpyridine-3-carboxylate). Reaction SMILES: Cl[CH2:2][N:3]1[C:13](=[O:14])[C:12]2[CH:11]([CH:15]([CH3:17])[CH3:16])[CH2:10][CH:9]([O:18][CH3:19])[CH2:8][C:7]=2[S:4]1(=[O:6])=[O:5].[CH3:20][C:21]1[C:26]([C:27]([OH:29])=[O:28])=[C:25]([CH3:30])[CH:24]=[CH:23][N:22]=1>>[CH3:20][C:21]1[C:26]([C:27]([O:29][CH2:2][N:3]2[C:13](=[O:14])[C:12]3[CH:11]([CH:15]([CH3:17])[CH3:16])[CH2:10][CH:9]([O:18][CH3:19])[CH2:8][C:7]=3[S:4]2(=[O:6])=[O:5])=[O:28])=[C:25]([CH3:30])[CH:24]=[CH:23][N:22]=1. Procedure: It is contemplated that following the procedure of Example 17, 2-chloromethyl-4-isopropyl-6-methoxy-4,5,6,7-tetrahydrosaccharin of preparation 23BJ can be coupled with 2,4-dimethyl-3-pyridinecarboxylic acid to provide 4-isopropyl-6-methoxy-4,5,6,7-tetrahydro-2-saccharinylmethyl 2,4-dimethylpyridine-3-carboxylate. Starting materials: CC(C)(C)c1ccc(-c2nn3c(=O)c([N+](=O)[O-])c(Cl)nc3s2)cc1, CCO, CN(C)C=O, N. The product is CC(C)(C)c1ccc(-c2nn3c(=O)c([N+](=O)[O-])c(N)nc3s2)cc1. Reaction SMILES: [C:1]([CH3:2])([CH3:3])([CH3:4])[c:5]1[cH:6][cH:7][c:8](-[c:11]2[n:12][n:13]3[c:14]([n:15][c:16]([Cl:23])[c:17]([N+:20](=[O:21])[O-:22])[c:18]3=[O:19])[s:24]2)[cH:9][cH:10]1.[CH3:26][CH2:27][OH:28].[CH3:29][N:30]([CH3:31])[CH:32]=[O:33].[NH3:25]>>[C:1]([CH3:2])([CH3:3])([CH3:4])[c:5]1[cH:6][cH:7][c:8](-[c:11]2[n:12][n:13]3[c:14]([n:15][c:16]([NH2:25])[c:17]([N+:20](=[O:21])[O-:22])[c:18]3=[O:19])[s:24]2)[cH:9][cH:10]1. The product is S=C=Nc1ccc(Cl)cc1Cl. Reaction SMILES: [CH2:14]([N:15]([CH:16]([CH3:17])[CH3:18])[CH:19]([CH3:20])[CH3:21])[CH3:22].[Cl:10][C:11]([Cl:12])=[S:13].[Cl:1][c:2]1[c:3]([NH2:4])[cH:5][cH:6][c:7]([Cl:9])[cH:8]1>>[Cl:1][c:2]1[c:3]([N:4]=[C:11]=[S:13])[cH:5][cH:6][c:7]([Cl:9])[cH:8]1. Reactants: CCN(C(C)C)C(C)C, S=C(Cl)Cl, Nc1ccc(Cl)cc1Cl.